This data is from the Open Reaction Database (ORD), a public repository of structured organic reaction records. The task is: describe an organic reaction: reactants, conditions, products, and yield Starting materials: CN1CCNCC1 (N-methyl piperazine), C[Al](C)C (trimethylaluminium), CCCCCCC (heptane), COC(C1=CC=C(C=C1)CO)=O (4-(hydroxymethyl)benzoic acid methyl ester). Solvent: O (water), ClCCCl (DCE), C(Cl)Cl (DCM). Conditions: time 10 minute. The product is CN1CCN(CC1)C(=O)C1=CC=C(C=C1)CO ({4-[(4-methylpiperazin-1-yl)carbonyl]phenyl}methanol). Reaction SMILES: [CH3:1][N:2]1[CH2:7][CH2:6][NH:5][CH2:4][CH2:3]1.C[Al](C)C.CCCCCCC.C[O:20][C:21](=O)[C:22]1[CH:27]=[CH:26][C:25]([CH2:28][OH:29])=[CH:24][CH:23]=1>ClCCCl.C(Cl)Cl.O>[CH3:1][N:2]1[CH2:7][CH2:6][N:5]([C:21]([C:22]2[CH:27]=[CH:26][C:25]([CH2:28][OH:29])=[CH:24][CH:23]=2)=[O:20])[CH2:4][CH2:3]1. Reported procedure: To a solution of N-methyl piperazine (3.33 ml, 30.09 mmol) was added a solution of trimethylaluminium in heptane (15.04 ml, 30.09 mmol) and the mixture was stirred 10 min at room temperature. To this solution was added a solution of 4-(hydroxymethyl)benzoic acid methyl ester (1000 mg, 6.02 mmol) in DCE and the mixture was refluxed under inert atmosphere for 3 h. The mixture was diluted with DCM then water was added. The suspension was filtered through celite. The filtrate was washed with a solut... Reactants: ClC1=C(C=NC2=CC(=CC=C12)OC)C(=O)OCC (Ethyl 4-chloro-7-methoxy-quinoline-3-carboxylate), C1(=CC=CC=C1)NN (phenyl hydrazine). Product: COC=1C=CC=2C=3C(=CNC2C1)C(N(N3)C3=CC=CC=C3)=O (7-Methoxy-2-phenyl-2,5-dihydro-pyrazolo-(4,3-c)quinolin-3-one). As a reaction SMILES: Cl[C:2]1[C:11]2[C:6](=[CH:7][C:8]([O:12][CH3:13])=[CH:9][CH:10]=2)[N:5]=[CH:4][C:3]=1[C:14]([O:16]CC)=O.[C:19]1([NH:25][NH2:26])[CH:24]=[CH:23][CH:22]=[CH:21][CH:20]=1>>[CH3:13][O:12][C:8]1[CH:9]=[CH:10][C:11]2[C:2]3[C:3]([C:14](=[O:16])[N:25]([C:19]4[CH:24]=[CH:23][CH:22]=[CH:21][CH:20]=4)[N:26]=3)=[CH:4][NH:5][C:6]=2[CH:7]=1. Procedure details: The title compound was prepared following the procedure described in Step 3 using 3e and phenyl hydrazine. 1H NMR (DMSO-d6) δ (ppm): 3.86 (3H, s), 7.10 (3H, m), 7.38 (2H, dd, J=8.24, 7.42 Hz), 8.09 (3H, m), 8.65 (1H, d, J=6.04 Hz). m/z 292.3 (MH+). Starting materials: COc1cc(CO[Si](C)(C)C(C)(C)C)c([N+](=O)[O-])cc1CC1COC(C)(C)O1, CCCC[N+](CCCC)(CCCC)CCCC, CCOC(C)=O, [F-], C1CCOC1. Product: COc1cc(CO)c([N+](=O)[O-])cc1CC1COC(C)(C)O1. Reaction SMILES: [C:1]([Si:2]([CH3:3])([CH3:4])[O:8][CH2:9][c:10]1[c:11]([N+:26](=[O:27])[O-:28])[cH:12][c:13]([CH2:18][CH:19]2[O:20][C:21]([CH3:24])([CH3:25])[O:22][CH2:23]2)[c:14]([O:16][CH3:17])[cH:15]1)([CH3:5])([CH3:6])[CH3:7].[CH2:30]([N+:31]([CH2:32][CH2:33][CH2:34][CH3:35])([CH2:36][CH2:37][CH2:38][CH3:39])[CH2:40][CH2:41][CH2:42][CH3:43])[CH2:44][CH2:45][CH3:46].[CH3:52][CH2:53][O:54][C:55](=[O:56])[CH3:57].[F-:29].[O:47]1[CH2:48][CH2:49][CH2:50][CH2:51]1>>[OH:8][CH2:9][c:10]1[c:11]([N+:26](=[O:27])[O-:28])[cH:12][c:13]([CH2:18][CH:19]2[O:20][C:21]([CH3:24])([CH3:25])[O:22][CH2:23]2)[c:14]([O:16][CH3:17])[cH:15]1. Product: CCCCS(=O)(=O)Nc1ccc(C)n(CC(=O)NC2CCc3nc(N)sc3C2)c1=O. As a reaction SMILES: [BrH:21].[BrH:22].[CH2:1]([CH2:2][CH2:3][CH3:4])[S:5](=[O:6])(=[O:7])[NH:8][c:9]1[c:10](=[O:20])[n:11]([CH2:16][C:17](=[O:18])[OH:19])[c:12]([CH3:15])[cH:13][cH:14]1.[s:23]1[c:24]([NH2:33])[n:25][c:26]2[c:27]1[CH2:28][CH:29]([NH2:32])[CH2:30][CH2:31]2>>[CH2:1]([CH2:2][CH2:3][CH3:4])[S:5](=[O:6])(=[O:7])[NH:8][c:9]1[c:10](=[O:20])[n:11]([CH2:16][C:17](=[O:19])[NH:32][CH:29]2[CH2:28][c:27]3[s:23][c:24]([NH2:33])[n:25][c:26]3[CH2:31][CH2:30]2)[c:12]([CH3:15])[cH:13][cH:14]1. The reactants are Br, Br, CCCCS(=O)(=O)Nc1ccc(C)n(CC(=O)O)c1=O, Nc1nc2c(s1)CC(N)CC2.